From a dataset of the Open Reaction Database (ORD), a public repository of structured organic reaction records. describe an organic reaction: reactants, conditions, products, and yield The reactants are NC1=C(C(=O)O)C(=CC=C1)C (2-Amino-6-methyl-benzoic acid), C[Si](C)(C)C=[N+]=[N-] ((trimethylsilyl) diazomethane). The solvent is C(C)OC(C)=O (ethylacetate), C(C)O (ethanol). Conditions: time 30 minute. Yields the product COC(C1=C(C=CC=C1C)N)=O (2-Amino-6-methyl-benzoic acid methyl ester). The yield is 100.9%. Reaction SMILES: [NH2:1][C:2]1[CH:10]=[CH:9][CH:8]=[C:7]([CH3:11])[C:3]=1[C:4]([OH:6])=[O:5].[CH3:12][Si](C=[N+]=[N-])(C)C>C(OC(=O)C)C.C(O)C>[CH3:12][O:5][C:4](=[O:6])[C:3]1[C:7]([CH3:11])=[CH:8][CH:9]=[CH:10][C:2]=1[NH2:1]. Procedure: Dissolve 2-Amino-6-methyl-benzoic acid (3.00 g, 19.8 mmol) in ethylacetate (100 mL) and ethanol (100 mL) and add (trimethylsilyl) diazomethane (19.8 mL, 39.7 mmol, 2M in hexane) at room temperature and stir the solution for 1 h 30 min. Remove the solvent under reduced pressure to afford the title compound (3.30 g, quantitative). 1H NMR (CDCl3, 300 MHz) δ 2.43 (s, 3H), 3.89 (s, 3H), 5.11 (brs, 2H), 6.52 (m, 2H), 7.08 (t, J=7.7 Hz, 1H). MS (ES+): 166 (M+H). Starting materials: Ti(III)Cl, [OH-].[Na+] (NaOH), BrC=1C(=NC(=NC1)Cl)NCCCCOC1=C(C=CC(=C1)[N+](=O)[O-])S(=O)(=O)N (2-[4-(5-bromo-2-chloro-pyrimidin-4-ylamino)-butoxy]-4-nitro-benzenesulfonamide), solution, Ti(III)Cl. The solvent is C1CCOC1 (THF), Cl (hydrochloric acid). Run at time 4 hour. Yields the product NC1=CC(=C(C=C1)S(=O)(=O)N)OCCCCNC1=NC(=NC=C1Br)Cl (4-Amino-2-[4-(5-bromo-2-chloro-pyrimidin-4-ylamino)-butoxy]-benzenesulfonamide). Reaction SMILES: [Br:1][C:2]1[C:3]([NH:9][CH2:10][CH2:11][CH2:12][CH2:13][O:14][C:15]2[CH:20]=[C:19]([N+:21]([O-])=O)[CH:18]=[CH:17][C:16]=2[S:24]([NH2:27])(=[O:26])=[O:25])=[N:4][C:5]([Cl:8])=[N:6][CH:7]=1.[OH-].[Na+]>C1COCC1.Cl>[NH2:21][C:19]1[CH:18]=[CH:17][C:16]([S:24]([NH2:27])(=[O:26])=[O:25])=[C:15]([O:14][CH2:13][CH2:12][CH2:11][CH2:10][NH:9][C:3]2[C:2]([Br:1])=[CH:7][N:6]=[C:5]([Cl:8])[N:4]=2)[CH:20]=1 |f:1.2|. Procedure: A solution of 160 mg (0.33 mmol) of 2-[4-(5-bromo-2-chloro-pyrimidin-4-ylamino)-butoxy]-4-nitro-benzenesulfonamide in 10 ml of THF is mixed under argon at room temperature with 1.4 ml of a 15% solution of Ti(III)Cl in approximately 10% hydrochloric acid. After 4 hours, the reaction solution is again mixed with 0.2 ml of the Ti(III)Cl solution and stirred for another 14 hours. The batch is made basic with 2N NaOH solution and then filtered. The filter cake is rewashed 2× with 50 ml of ethyl aceta... The solvent is C1(=CC=CC=C1)C (toluene), [Cl-].[Na+].O (brine). Reported procedure: (3,5-Bis-trifluoromethyl-benzyl)-(5-bromo-pyrimidin-2-yl)-{1-[2-(cyclopropylmethyl-propyl-amino)-5-trifluoromethyl-phenyl]-ethyl}-amine (200 mg) is dissolved in toluene (3 ml), and thereto are added tris(dibenzylideneacetone)dipalladium (27 mg), sodium tert-butoxide (42 mg), 2-(di-tert-butylphosphino)biphenyl (35 mg) and ethyl piperidine-4-carboxylate (66 μl) and the mixture is stirred at room temperature under nitrogen flow overnight. To the reaction solution are added a saturated brine, and th... Reaction conditions: time 8 hour. Product: FC(C=1C=C(CN(C2=NC=C(C=N2)N2CCC(CC2)C(=O)OCC)C(C)C2=C(C=CC(=C2)C(F)(F)F)N(CCC)CC2CC2)C=C(C1)C(F)(F)F)(F)F (ethyl 1-[2-((3,5-bis-trifluoromethyl-benzyl)-{1-[2-(cyclopropylmethyl-propyl-amino)-5-trifluoromethyl-phenyl]-ethyl}-amino)-pyrimidin-5-yl]-piperidine-4-carboxylate). Reaction SMILES: [F:1][C:2]([F:43])([F:42])[C:3]1[CH:4]=[C:5]([CH:35]=[C:36]([C:38]([F:41])([F:40])[F:39])[CH:37]=1)[CH2:6][N:7]([C:28]1[N:33]=[CH:32][C:31](Br)=[CH:30][N:29]=1)[CH:8]([C:10]1[CH:15]=[C:14]([C:16]([F:19])([F:18])[F:17])[CH:13]=[CH:12][C:11]=1[N:20]([CH2:24][CH:25]1[CH2:27][CH2:26]1)[CH2:21][CH2:22][CH3:23])[CH3:9].CC(C)([O-])C.[Na+].C(P(C(C)(C)C)C1C=CC=CC=1C1C=CC=CC=1)(C)(C)C.[NH:71]1[CH2:76][CH2:75][CH:74]([C:77]([O:79][CH2:80][CH3:81])=[O:78])[CH2:73][CH2:72]1>C1(C)C=CC=CC=1.[Cl-].[Na+].O.C1C=CC(/C=C/C(/C=C/C2C=CC=CC=2)=O)=CC=1.C1C=CC(/C=C/C(/C=C/C2C=CC=CC=2)=O)=CC=1.C1C=CC(/C=C/C(/C=C/C2C=CC=CC=2)=O)=CC=1.[Pd].[Pd]>[F:1][C:2]([F:43])([F:42])[C:3]1[CH:4]=[C:5]([CH:35]=[C:36]([C:38]([F:41])([F:40])[F:39])[CH:37]=1)[CH2:6][N:7]([CH:8]([C:10]1[CH:15]=[C:14]([C:16]([F:19])([F:18])[F:17])[CH:13]=[CH:12][C:11]=1[N:20]([CH2:24][CH:25]1[CH2:27][CH2:26]1)[CH2:21][CH2:22][CH3:23])[CH3:9])[C:28]1[N:33]=[CH:32][C:31]([N:71]2[CH2:76][CH2:75][CH:74]([C:77]([O:79][CH2:80][CH3:81])=[O:78])[CH2:73][CH2:72]2)=[CH:30][N:29]=1 |f:1.2,6.7.8,9.10.11.12.13|. The reactants are CC(C)([O-])C.[Na+] (sodium tert-butoxide), C(C)(C)(C)P(C1=C(C=CC=C1)C1=CC=CC=C1)C(C)(C)C (2-(di-tert-butylphosphino)biphenyl), N1CCC(CC1)C(=O)OCC (ethyl piperidine-4-carboxylate), FC(C=1C=C(CN(C(C)C2=C(C=CC(=C2)C(F)(F)F)N(CCC)CC2CC2)C2=NC=C(C=N2)Br)C=C(C1)C(F)(F)F)(F)F ((3,5-Bis-trifluoromethyl-benzyl)-(5-bromo-pyrimidin-2-yl)-{1-[2-(cyclopropylmethyl-propyl-amino)-5-trifluoromethyl-phenyl]-ethyl}-amine). Reagents/catalysts: C=1C=CC(=CC1)/C=C/C(=O)/C=C/C2=CC=CC=C2.C=1C=CC(=CC1)/C=C/C(=O)/C=C/C2=CC=CC=C2.C=1C=CC(=CC1)/C=C/C(=O)/C=C/C2=CC=CC=C2.[Pd].[Pd] (tris(dibenzylideneacetone)dipalladium).